Dataset: the Open Reaction Database (ORD), a public repository of structured organic reaction records. Task: describe an organic reaction: reactants, conditions, products, and yield The reactants are C(C)(=O)NC1=C2CCCC2=C(C=C1)Br (4-acetylamino-7-bromoindane), C(\C=C\C)(=O)OCC (ethyl crotonate), C1(=C(C=CC=C1)P(C1=C(C=CC=C1)C)C1=C(C=CC=C1)C)C (tri-ortho-tolyl phosphine), C(CCC)N(CCCC)CCCC (tributylamine). The reagents and catalysts are C(C)(=O)[O-].C(C)(=O)[O-].[Pd+2] (palladium diacetate). Solvent: CN(C=O)C (dimethylformamide). Run at time 48 hour. The product is C(C)(=O)NC=1C=CC(=C2CCCC12)C(=CC(=O)OCC)C (Ethyl 3-[7-acetylamino-indan-4-yl]-but-2-enoate). As a reaction SMILES: [C:1]([NH:4][C:5]1[CH:13]=[CH:12][C:11](Br)=[C:10]2[C:6]=1[CH2:7][CH2:8][CH2:9]2)(=[O:3])[CH3:2].[C:15]([O:20][CH2:21][CH3:22])(=[O:19])/[CH:16]=[CH:17]/[CH3:18].C1(C)C=CC=CC=1P(C1C=CC=CC=1C)C1C=CC=CC=1C.C(N(CCCC)CCCC)CCC>CN(C)C=O.C([O-])(=O)C.C([O-])(=O)C.[Pd+2]>[C:1]([NH:4][C:5]1[CH:13]=[CH:12][C:11]([C:17]([CH3:18])=[CH:16][C:15]([O:20][CH2:21][CH3:22])=[O:19])=[C:10]2[C:6]=1[CH2:7][CH2:8][CH2:9]2)(=[O:3])[CH3:2] |f:5.6.7|. Reported procedure: A mixture of 4-acetylamino-7-bromoindane (2.8 g, prepared according to the method of A. Courtin, Helv. Chim. Acta 1980, 63(8), pages 2280-2286), ethyl crotonate (2.51 g), palladium diacetate (150 mg), tri-ortho-tolyl phosphine (450 mg) and tributylamine (10 mL) in dimethylformamide (30 mL) was stirred at 120° C. for 4 hours under a nitrogen atmosphere. The mixture was cooled to room temperature, then allowed to stand for 48 hours, then partitioned between ethyl acetate (500 mL) and aqueous hydro... Starting materials: ClC1=CC=C(C=C1)C1=C(C=C(C=C1)OS(=O)(=O)C(F)(F)F)CN1CCN(CC1)C(=O)OC(C)(C)C (tert-butyl 4-((4′-chloro-4-(trifluoromethylsulfonyloxy)biphenyl-2-yl)methyl)piperazine-1-carboxylate), N1CCOCC1 (morpholine), C1(=C(C=CC=C1)P(C(C)(C)C)C(C)(C)C)C1=CC=CC=C1 (biphenyl-2-yldi-tert-butylphosphine), C([O-])([O-])=O.[Cs+].[Cs+] (cesium carbonate). The reagents and catalysts are C(C)(=O)[O-].[Pd+2].C(C)(=O)[O-] (palladium (II) acetate). Run in O1CCCC1 (tetrahydrofuran), C(C)(=O)OCC (ethyl acetate). The product is ClC1=CC=C(C=C1)C1=C(C=C(C=C1)N1CCOCC1)CN1CCN(CC1)C(=O)OC(C)(C)C (tert-butyl 4-((4′-chloro-4-morpholinobiphenyl-2-yl)methyl)piperazine-1-carboxylate). As a reaction SMILES: [Cl:1][C:2]1[CH:7]=[CH:6][C:5]([C:8]2[CH:13]=[CH:12][C:11](OS(C(F)(F)F)(=O)=O)=[CH:10][C:9]=2[CH2:22][N:23]2[CH2:28][CH2:27][N:26]([C:29]([O:31][C:32]([CH3:35])([CH3:34])[CH3:33])=[O:30])[CH2:25][CH2:24]2)=[CH:4][CH:3]=1.[NH:36]1[CH2:41][CH2:40][O:39][CH2:38][CH2:37]1.C1(C2C=CC=CC=2)C=CC=CC=1P(C(C)(C)C)C(C)(C)C.C(=O)([O-])[O-].[Cs+].[Cs+]>O1CCCC1.C(OCC)(=O)C.C([O-])(=O)C.[Pd+2].C([O-])(=O)C>[Cl:1][C:2]1[CH:7]=[CH:6][C:5]([C:8]2[CH:13]=[CH:12][C:11]([N:36]3[CH2:41][CH2:40][O:39][CH2:38][CH2:37]3)=[CH:10][C:9]=2[CH2:22][N:23]2[CH2:24][CH2:25][N:26]([C:29]([O:31][C:32]([CH3:35])([CH3:33])[CH3:34])=[O:30])[CH2:27][CH2:28]2)=[CH:4][CH:3]=1 |f:3.4.5,8.9.10|. Procedure: A suspension of EXAMPLE 198B (500 mg), morpholine (80 mg), palladium (II) acetate (22 mg), biphenyl-2-yldi-tert-butylphosphine (50 mg) and cesium carbonate (427 mg) in anhydrous tetrahydrofuran (6 mL) was heated at 50° C. overnight. The reaction mixture was cooled to room temperature and diluted with ethyl acetate. The organic phase was washed with water, brine, dried over anhydrous sodium sulfate, filtered and concentrated. The crude material was purified by flash column purification with 30-50... The reactants are [Si](C)(C)(C(C)(C)C)O[C@H](C)[C@H]1C(N[C@@H]1[C@@H](C)C(=O)OCC1=CC=CC=C1)=O ((3S,4S)-3-[(1R)-1-t-butyldimethylsilyloxyethyl]-4-[(1R)-1-benzyloxycarbonylethyl]azetidin-2-one), BrCC(=O)OC(C)(C)C (t-butyl bromoacetate), [OH-].[Na+] (sodium hydroxide). Reagents/catalysts: [Cl-].C(C)[N+](CC1=CC=CC=C1)(CC)CC (triethylbenzylammonium chloride). Solvent: O (water), C(C)OCC (diethyl ether), C(Cl)Cl (methylene chloride). Conditions: time 2 hour. Yields the product [Si](C)(C)(C(C)(C)C)O[C@H](C)[C@H]1C(N([C@@H]1[C@@H](C)C(=O)OCC1=CC=CC=C1)CC(=O)OC(C)(C)C)=O ((3S,4S)-3-[(1R)-1-t-butyl-dimethylsilyloxyethyl]-4-[(1R)-1-benzyloxycarbonylethyl]-1-(t-butyloxycarbonylmethyl)azetidin-2-one). RXN SMILES: [Si:1]([O:8][C@@H:9]([C@@H:11]1[C@@H:14]([C@H:15]([C:17]([O:19][CH2:20][C:21]2[CH:26]=[CH:25][CH:24]=[CH:23][CH:22]=2)=[O:18])[CH3:16])[NH:13][C:12]1=[O:27])[CH3:10])([C:4]([CH3:7])([CH3:6])[CH3:5])([CH3:3])[CH3:2].Br[CH2:29][C:30]([O:32][C:33]([CH3:36])([CH3:35])[CH3:34])=[O:31].[OH-].[Na+]>C(Cl)Cl.[Cl-].C([N+](CC)(CC)CC1C=CC=CC=1)C.O.C(OCC)C>[Si:1]([O:8][C@@H:9]([C@@H:11]1[C@@H:14]([C@H:15]([C:17]([O:19][CH2:20][C:21]2[CH:26]=[CH:25][CH:24]=[CH:23][CH:22]=2)=[O:18])[CH3:16])[N:13]([CH2:29][C:30]([O:32][C:33]([CH3:36])([CH3:35])[CH3:34])=[O:31])[C:12]1=[O:27])[CH3:10])([C:4]([CH3:5])([CH3:6])[CH3:7])([CH3:3])[CH3:2] |f:2.3,5.6|. Procedure: To a solution of (3S,4S)-3-[(1R)-1-t-butyldimethylsilyloxyethyl]-4-[(1R)-1-benzyloxycarbonylethyl]azetidin-2-one (755 mg) in methylene chloride (10 ml), there were added successively t-butyl bromoacetate (1.88 g), 50% sodium hydroxide (620 mg) and triethylbenzylammonium chloride (220 mg), followed by stirring at room temperature for 2 hours. The reaction mixture was diluted with water and diethyl ether. The aqueous layer was separated from the organic layer and extracted two times with diethyl e... The reactants are BrC=1C=C2C(=NC=NC2=C(C1C)[N+](=O)[O-])NC1=CC=C(C#N)C=C1 (4-(6-bromo-7-methyl-8-nitroquinazolin-4-ylamino)benzonitrile), N.CO (NH3 MeOH). Reagents/catalysts: [Pd] (Pd/C). Run in CCO (EtOH). Reaction conditions: time 8 hour. Yields the product NC=1C(=CC=C2C(=NC=NC12)NC1=CC=C(C#N)C=C1)C (4-(8-amino-7-methylquinazolin-4-ylamino)benzonitrile). The yield is 83.1%. As a reaction SMILES: Br[C:2]1[CH:3]=[C:4]2[C:9](=[C:10]([N+:13]([O-])=O)[C:11]=1[CH3:12])[N:8]=[CH:7][N:6]=[C:5]2[NH:16][C:17]1[CH:24]=[CH:23][C:20]([C:21]#[N:22])=[CH:19][CH:18]=1.N.CO>CCO.[Pd]>[NH2:13][C:10]1[C:11]([CH3:12])=[CH:2][CH:3]=[C:4]2[C:9]=1[N:8]=[CH:7][N:6]=[C:5]2[NH:16][C:17]1[CH:24]=[CH:23][C:20]([C:21]#[N:22])=[CH:19][CH:18]=1 |f:1.2|. Reported procedure: A mixture of 4-(6-bromo-7-methyl-8-nitroquinazolin-4-ylamino)benzonitrile (400 mg, 1.04 mmol) and Pd/C (10%˜30 mg) in EtOH (20 mL) was stirred under H2 gas (1 atm) overnight. 30 mL of NH3/MeOH (2 M) was added and the mixture was filtered through celite and washed with MeOH/DCM (˜1:1). After removal of solvent the product was purified by flash chromatography eluting with MeOH/DCM (1-5%) to give 4-(8-amino-7-methylquinazolin-4-ylamino)benzonitrile (238 mg, 83%). MS (ESI, pos. ion) m/z: 276 [M+H]+ Starting materials: C(C=C)NC=1C2=C(N=C(N1)Cl)C(=CS2)C (4-allylamino-2-chloro-7-methylthieno[3,2-d]pyrimidine), COCCN (2-methoxyethylamine), C(O)([O-])=O.[Na+] (sodium hydrogen carbonate). Yields the product C(C=C)NC=1C2=C(N=C(N1)NCCOC)C(=CS2)C (4-Allylamino-2-(2-methoxyethylamino)-7-methylthieno[3,2-d]pyrimidine). Isolated yield 82.0%. As a reaction SMILES: [CH2:1]([NH:4][C:5]1[C:6]2[S:14][CH:13]=[C:12]([CH3:15])[C:7]=2[N:8]=[C:9](Cl)[N:10]=1)[CH:2]=[CH2:3].[CH3:16][O:17][CH2:18][CH2:19][NH2:20].C(=O)([O-])O.[Na+]>>[CH2:1]([NH:4][C:5]1[C:6]2[S:14][CH:13]=[C:12]([CH3:15])[C:7]=2[N:8]=[C:9]([NH:20][CH2:19][CH2:18][O:17][CH3:16])[N:10]=1)[CH:2]=[CH2:3] |f:2.3|. Procedure details: 287 mg (1.2 mmol) of 4-allylamino-2-chloro-7-methylthieno[3,2-d]pyrimidine and 1.44 mg (19.2 mmol) of 2-methoxyethylamine were heated in a sealed tube at 160° C. for 16 hours. After completion of the reaction, the reaction mixture was allowed to resume room temperature, followed by adding a saturated aqueous sodium hydrogen carbonate solution thereto and extraction with ethyl acetate (50 ml×2). After the organic layer was washed with brine and dried over anhydrous sodium sulfate, the solvent was...